This data is from the Open Reaction Database (ORD), a public repository of structured organic reaction records. The task is: describe an organic reaction: reactants, conditions, products, and yield The reactants are C1CCOC1, O=C(Cc1ccccc1)NC(CO)C(=O)NOCc1ccccc1, c1ccc(P(c2ccccc2)c2ccccc2)cc1. The product is O=C(Cc1ccccc1)NC1CN(OCc2ccccc2)C1=O. RXN SMILES: [O:44]1[CH2:45][CH2:46][CH2:47][CH2:48]1.[c:1]1([CH2:7][C:8](=[O:9])[NH:10][CH:11]([CH2:12][OH:13])[C:14](=[O:15])[NH:16][O:17][CH2:18][c:19]2[cH:20][cH:21][cH:22][cH:23][cH:24]2)[cH:2][cH:3][cH:4][cH:5][cH:6]1.[c:25]1([P:26]([c:27]2[cH:28][cH:29][cH:30][cH:31][cH:32]2)[c:33]2[cH:34][cH:35][cH:36][cH:37][cH:38]2)[cH:39][cH:40][cH:41][cH:42][cH:43]1>>[c:1]1([CH2:7][C:8](=[O:9])[NH:10][CH:11]2[CH2:12][N:16]([O:17][CH2:18][c:19]3[cH:20][cH:21][cH:22][cH:23][cH:24]3)[C:14]2=[O:15])[cH:2][cH:3][cH:4][cH:5][cH:6]1. Reactants: FC(C1=CC(=NC=N1)N)(F)F (6-(trifluoromethyl)pyrimidin-4-amine), COC1=C(C=CC(=C1)C(F)(F)F)C1=NC=CC2=CC(=CC=C12)S(=O)(=O)OC1=C(C(=C(C(=C1F)F)F)F)F (perfluorophenyl 1-(2-methoxy-4-(trifluoromethyl)phenyl)isoquinoline-6-sulfonate), C[Si](C)(C)[N-][Si](C)(C)C.[Li+] (Lithium bis(trimethylsilyl)amide). The product is COC1=C(C=CC(=C1)C(F)(F)F)C1=NC=CC2=CC(=CC=C12)S(=O)(=O)NC1=NC=NC(=C1)C(F)(F)F (1-(2-methoxy-4-(trifluoromethyl)phenyl)-N-(6-(trifluoromethyl)pyrimidin-4-yl)isoquinoline-6-sulfonamide). Yield: 15.4%. RXN SMILES: [F:1][C:2]([F:11])([F:10])[C:3]1[N:8]=[CH:7][N:6]=[C:5]([NH2:9])[CH:4]=1.C[Si]([N-][Si](C)(C)C)(C)C.[Li+].[CH3:22][O:23][C:24]1[CH:29]=[C:28]([C:30]([F:33])([F:32])[F:31])[CH:27]=[CH:26][C:25]=1[C:34]1[C:43]2[C:38](=[CH:39][C:40]([S:44](OC3C(F)=C(F)C(F)=C(F)C=3F)(=[O:46])=[O:45])=[CH:41][CH:42]=2)[CH:37]=[CH:36][N:35]=1>C1COCC1>[CH3:22][O:23][C:24]1[CH:29]=[C:28]([C:30]([F:31])([F:32])[F:33])[CH:27]=[CH:26][C:25]=1[C:34]1[C:43]2[C:38](=[CH:39][C:40]([S:44]([NH:9][C:5]3[CH:4]=[C:3]([C:2]([F:1])([F:10])[F:11])[N:8]=[CH:7][N:6]=3)(=[O:46])=[O:45])=[CH:41][CH:42]=2)[CH:37]=[CH:36][N:35]=1 |f:1.2|. Procedure: A round-bottom flask was charged with 6-(trifluoromethyl)pyrimidin-4-amine (0.030 g, 0.182 mmol)) and THF (0.910 ml), and the vessel was cooled to −78° C. for 15 minutes. Lithium bis(trimethylsilyl)amide (0.218 ml, 0.218 mmol),) was then added drop wise over 1 minute. The reaction was stirred for 10 minutes, and then a solution of perfluorophenyl 1-(2-methoxy-4-(trifluoromethyl)phenyl)isoquinoline-6-sulfonate (Intermediate LLL; 0.100 g, 0.182 mmol) in THF (1.6 mL) was added drop wise. The bath w... Run in C1CCOC1 (THF), C1CCOC1 (THF). Run at temperature -78 celsius, time 10 minute. Starting materials: CN(C)c1ccncc1, ClCCl, O=C1CCC(C(=O)O)c2ccccc21, NCc1cccc2ccccc12. The product is O=C1CCC(C(=O)NCc2cccc3ccccc23)c2ccccc21. RXN SMILES: [CH3:27][N:28]([c:29]1[cH:30][cH:31][n:32][cH:33][cH:34]1)[CH3:35].[Cl:36][CH2:37][Cl:38].[O:13]=[C:14]1[CH2:15][CH2:16][CH:17]([C:24](=[O:25])[OH:26])[c:18]2[cH:19][cH:20][cH:21][cH:22][c:23]21.[c:1]1([CH2:11][NH2:12])[cH:2][cH:3][cH:4][c:5]2[cH:6][cH:7][cH:8][cH:9][c:10]12>>[c:1]1([CH2:11][NH:12][C:24]([CH:17]2[CH2:16][CH2:15][C:14](=[O:13])[c:23]3[c:18]2[cH:19][cH:20][cH:21][cH:22]3)=[O:25])[cH:2][cH:3][cH:4][c:5]2[cH:6][cH:7][cH:8][cH:9][c:10]12. Reactants: C(C1=CC=CC=C1)OC1=C(C=O)C=CC(=C1)OCC1=CC=CC=C1 (2,4-dibenzyloxybenzaldehyde), P(=O)(O)([O-])[O-].[NH4+].[NH4+] (diammonium hydrogen phosphate), [N+](=O)(OCCC)[O-] (n-propyl nitrate). Run in C(C)(=O)O (acetic acid). Yields the product C(C1=CC=CC=C1)OC1=C(C#N)C=CC(=C1)OCC1=CC=CC=C1 (2,4-dibenzyloxybenzonitrile). The yield is 40.0%. RXN SMILES: [CH2:1]([O:8][C:9]1[CH:16]=[C:15]([O:17][CH2:18][C:19]2[CH:24]=[CH:23][CH:22]=[CH:21][CH:20]=2)[CH:14]=[CH:13][C:10]=1[CH:11]=O)[C:2]1[CH:7]=[CH:6][CH:5]=[CH:4][CH:3]=1.P([O-])([O-])(O)=O.[NH4+].[NH4+].[N+:32]([O-])(OCCC)=O>C(O)(=O)C>[CH2:1]([O:8][C:9]1[CH:16]=[C:15]([O:17][CH2:18][C:19]2[CH:24]=[CH:23][CH:22]=[CH:21][CH:20]=2)[CH:14]=[CH:13][C:10]=1[C:11]#[N:32])[C:2]1[CH:7]=[CH:6][CH:5]=[CH:4][CH:3]=1 |f:1.2.3|. Procedure: A mixture of 2,4-dibenzyloxybenzaldehyde (1.59 g), diammonium hydrogen phosphate (3.5 g) and n-propyl nitrate (15 mL) in glacial acetic acid (5 mL) is refluxed for 15 hours. The reaction mixture is evaporated to dryness in vacuo and the residue is stirred with water (100 mL). The insoluble material is filtered and dried at 50° C. to yield 2,4-dibenzyloxybenzonitrile as a tan coloured solid (0.6 g, 40%), m.p. 100° C. [Elemental analysis:- C,79.8; H,5.47; N,4.48%. Calculated:- C,80.0; H,5.43; N,4.... Reactants: Cl.NO (Hydroxylamine hydrochloride), [O-]CC.[Na+] (sodium ethoxide), C(#N)C1=CC(=CC=C1)NC(=O)OC(C)(C)C (1-cyano-3-tert-butyloxycarbonylaminobenzene). The solvent is C(C)O (ethanol). Run at time 15 minute. Product: C(C)(C)(C)OC(=O)NC=1C=C(C(N)=NO)C=CC1 (3-tert-Butyloxycarbonylaminobenzamide oxime). As a reaction SMILES: Cl.[NH2:2][OH:3].[O-]CC.[Na+].[C:8]([C:10]1[CH:15]=[CH:14][CH:13]=[C:12]([NH:16][C:17]([O:19][C:20]([CH3:23])([CH3:22])[CH3:21])=[O:18])[CH:11]=1)#[N:9]>C(O)C>[C:20]([O:19][C:17]([NH:16][C:12]1[CH:11]=[C:10]([CH:15]=[CH:14][CH:13]=1)[C:8](=[N:2][OH:3])[NH2:9])=[O:18])([CH3:23])([CH3:22])[CH3:21] |f:0.1,2.3|. Procedure: Hydroxylamine hydrochloride (3.16 g, 0.045 mol) was added to a stirred solution of sodium ethoxide in ethanol [prepared by dissolving 1.17 g of sodium in 70 ml of ethanol]. The mixture was stirred at room temperature for 15 min then 1-cyano-3-tert-butyloxycarbonylaminobenzene (3.00 g, 0.014 mol) was added. The mixture was heated at 50° C. overnight then cooled to ambient temperature. The mixture was then filtered and the filtrate evaporated in vacuo. The residue was partitioned between ethyl ace... Starting materials: O.[OH-].[Li+] (Lithium hydroxide, monohydrate), C1(=CC=CC=C1)C1=CC=C(C=N1)C1(CC1)C(=O)OCC (ethyl 1-(6-phenylpyridin-3-yl)cyclopropanecarboxylate), Cl (HCl). Run in CO (methanol), O (water). Conditions: time 8 hour. Product: C1(=CC=CC=C1)C1=CC=C(C=N1)C1(CC1)C(=O)O (1-(6-Phenylpyridin-3-yl)cyclopropanecarboxylic acid). Reaction SMILES: O.[OH-].[Li+].[C:4]1([C:10]2[N:15]=[CH:14][C:13]([C:16]3([C:19]([O:21]CC)=[O:20])[CH2:18][CH2:17]3)=[CH:12][CH:11]=2)[CH:9]=[CH:8][CH:7]=[CH:6][CH:5]=1.Cl>CO.O>[C:4]1([C:10]2[N:15]=[CH:14][C:13]([C:16]3([C:19]([OH:21])=[O:20])[CH2:18][CH2:17]3)=[CH:12][CH:11]=2)[CH:5]=[CH:6][CH:7]=[CH:8][CH:9]=1 |f:0.1.2|. Procedure details: Lithium hydroxide, monohydrate (0.016 g, 0.37 mmol) was added to ethyl 1-(6-phenylpyridin-3-yl)cyclopropanecarboxylate (50.0 mg, 0.19 mmol) in methanol (1.5 mL) and water (0.5 mL). The mixture was stirred at room temperature for overnight, then was adjusted to be acidic (pH=5) with 1N HCl aqueous solution, and then was concentrated to give a crude product which was directly used in the reaction of the next step without further purification. The reactants are CO, COc1cnc2c(c1)CCCC2N=[N+]=[N-], [H][H]. Product: COc1cnc2c(c1)CCCC2N. Reaction SMILES: [CH3:18][OH:19].[CH3:1][O:2][c:3]1[cH:4][n:5][c:6]2[c:11]([cH:12]1)[CH2:10][CH2:9][CH2:8][CH:7]2[N:13]=[N+:14]=[N-:15].[H:16][H:17]>>[CH3:1][O:2][c:3]1[cH:4][n:5][c:6]2[c:11]([cH:12]1)[CH2:10][CH2:9][CH2:8][CH:7]2[NH2:13].